Dataset: the Open Reaction Database (ORD), a public repository of structured organic reaction records. Task: describe an organic reaction: reactants, conditions, products, and yield Reactants: CCN=C=NCCCN(C)C, CCOC(C)=O, O=C(O)CCC1(C(F)(F)F)OC(=O)Nc2ccc(Cl)cc21, Cl, Nc1ccc(F)cc1, CN(C)C=O, O, c1ccncc1. The product is O=C(CCC1(C(F)(F)F)OC(=O)Nc2ccc(Cl)cc21)Nc1ccc(F)cc1. As a reaction SMILES: [CH2:37]([N:38]=[C:39]=[N:40][CH2:41][CH2:42][CH2:43][N:44]([CH3:45])[CH3:46])[CH3:47].[CH3:53][CH2:54][O:55][C:56](=[O:57])[CH3:58].[Cl:1][c:2]1[cH:3][cH:4][c:5]2[c:6]([cH:21]1)[C:7]([C:12]([F:13])([F:14])[F:15])([CH2:16][CH2:17][C:18](=[O:19])[OH:20])[O:8][C:9](=[O:11])[NH:10]2.[ClH:36].[NH2:22][c:23]1[cH:24][cH:25][c:26]([F:27])[cH:28][cH:29]1.[O:48]=[CH:49][N:50]([CH3:51])[CH3:52].[OH2:59].[cH:30]1[cH:31][cH:32][n:33][cH:34][cH:35]1>>[Cl:1][c:2]1[cH:3][cH:4][c:5]2[c:6]([cH:21]1)[C:7]([C:12]([F:13])([F:14])[F:15])([CH2:16][CH2:17][C:18](=[O:20])[NH:22][c:23]1[cH:24][cH:25][c:26]([F:27])[cH:28][cH:29]1)[O:8][C:9](=[O:11])[NH:10]2. The reactants are CC(C)(C)N, O=C(O)CSc1nc(-c2ccc(F)cc2)cs1. Yields the product CC(C)(C)NC(=O)CSc1nc(-c2ccc(F)cc2)cs1. As a reaction SMILES: [CH3:18][C:19]([CH3:20])([CH3:21])[NH2:22].[F:1][c:2]1[cH:3][cH:4][c:5](-[c:8]2[n:9][c:10]([S:13][CH2:14][C:15](=[O:16])[OH:17])[s:11][cH:12]2)[cH:6][cH:7]1>>[F:1][c:2]1[cH:3][cH:4][c:5](-[c:8]2[n:9][c:10]([S:13][CH2:14][C:15](=[O:17])[NH:22][C:19]([CH3:18])([CH3:20])[CH3:21])[s:11][cH:12]2)[cH:6][cH:7]1. Starting materials: ClC1=CN(C2=CC=C(C(=C12)F)C(=O)OC)C (methyl 3-chloro-4-fluoro-1-methyl-1H-indole-5-carboxylate), [OH-].[Na+] (sodium hydroxide), [OH-].[Na+] (sodium hydroxide). Solvent: O1CCCC1 (tetrahydrofuran), CO (methanol), ClCCl (dichloromethane). Reaction conditions: time 3 hour. The product is ClC1=CN(C2=CC=C(C(=C12)F)C(=O)O)C (3-chloro-4-fluoro-1-methyl-1H-indole-5-carboxylic acid). Reaction SMILES: [Cl:1][C:2]1[C:10]2[C:5](=[CH:6][CH:7]=[C:8]([C:12]([O:14]C)=[O:13])[C:9]=2[F:11])[N:4]([CH3:16])[CH:3]=1.[OH-].[Na+]>O1CCCC1.CO.ClCCl>[Cl:1][C:2]1[C:10]2[C:5](=[CH:6][CH:7]=[C:8]([C:12]([OH:14])=[O:13])[C:9]=2[F:11])[N:4]([CH3:16])[CH:3]=1 |f:1.2|. Reported procedure: The ester thus obtained was dissolved in a mixture of tetrahydrofuran (10 mL), methanol (10 mL) and dichloromethane (3 mL). 2 M sodium hydroxide (4.31 mL) was added and the mixture stirred at room temperature for 3 h. Further 2 M sodium hydroxide (4.31 mL) was added and the reaction stirred at room temperature for 16 h. The mixture was concentrated in vacuo, diluted with water and ethyl acetate added. The resultant emulsion was acidified with 1 M hydrochloric acid (pH=2-3) and extracted with eth... Reaction SMILES: [C:22](#[N:23])[CH:24]([c:25]1[cH:26][c:27]([O:31][c:32]2[cH:33][cH:34][cH:35][cH:36][cH:37]2)[cH:28][cH:29][cH:30]1)[OH:38].[CH2:19]([Cl:20])[Cl:21].[CH3:1][C:2]1([CH3:18])[CH:3]([C:15](=[O:16])[OH:17])[CH:4]1[C:5]#[C:6][C:7](=[O:8])[O:9][CH2:10][C:11]([Cl:12])([Cl:13])[Cl:14].[cH:39]1[cH:40][cH:41][n:42][cH:43][cH:44]1>>[CH3:1][C:2]1([CH3:18])[CH:3]([C:15](=[O:16])[O:17][CH:24]([C:22]#[N:23])[c:25]2[cH:26][c:27]([O:31][c:32]3[cH:33][cH:34][cH:35][cH:36][cH:37]3)[cH:28][cH:29][cH:30]2)[CH:4]1[C:5]#[C:6][C:7](=[O:8])[O:9][CH2:10][C:11]([Cl:12])([Cl:13])[Cl:14]. Reactants: N#CC(O)c1cccc(Oc2ccccc2)c1, ClCCl, CC1(C)C(C#CC(=O)OCC(Cl)(Cl)Cl)C1C(=O)O, c1ccncc1. Yields the product CC1(C)C(C#CC(=O)OCC(Cl)(Cl)Cl)C1C(=O)OC(C#N)c1cccc(Oc2ccccc2)c1. Starting materials: C(C)I (ethyl iodide), [Cl-].[NH4+] (ammonium chloride), ClC1=NC=2C=CC=CC2C=2C1=NN(C2NC(OC(C)(C)C)=O)CCC (tert-butyl 4-chloro-2-propyl-2H-pyrazolo[3,4-c]quinolin-1-ylcarbamate), C(C)I (ethyl iodide), [H-].[Na+] (Sodium hydride). Solvent: C1CCOC1 (THF). Conditions: time 40 minute. The product is ClC1=NC=2C=CC=CC2C=2C1=NN(C2N(C(OC(C)(C)C)=O)CC)CCC (tert-butyl 4-chloro-2-propyl-2H-pyrazolo[3,4-c]quinolin-1-yl(ethyl)carbamate). Isolated yield 92.3%. RXN SMILES: [Cl:1][C:2]1[C:11]2=[N:12][N:13]([CH2:23][CH2:24][CH3:25])[C:14]([NH:15][C:16](=[O:22])[O:17][C:18]([CH3:21])([CH3:20])[CH3:19])=[C:10]2[C:9]2[CH:8]=[CH:7][CH:6]=[CH:5][C:4]=2[N:3]=1.[CH2:26](I)[CH3:27].[H-].[Na+].[Cl-].[NH4+]>C1COCC1>[Cl:1][C:2]1[C:11]2=[N:12][N:13]([CH2:23][CH2:24][CH3:25])[C:14]([N:15]([CH2:26][CH3:27])[C:16](=[O:22])[O:17][C:18]([CH3:20])([CH3:19])[CH3:21])=[C:10]2[C:9]2[CH:8]=[CH:7][CH:6]=[CH:5][C:4]=2[N:3]=1 |f:2.3,4.5|. Procedure: To a solution of tert-butyl 4-chloro-2-propyl-2H-pyrazolo[3,4-c]quinolin-1-ylcarbamate (722 mg, 2.00 mmol) in THF (5 mL) was added ethyl iodide (624 mg, 4.0 mmol). Sodium hydride (120 mg of a 60 wt % dispersion in mineral oil, 3.00 mmol) was added, and after 40 min, more ethyl iodide (624 mg, 2.00 mmol) was added, and the reaction was stirred overnight. Saturated ammonium chloride was added, and the aqueous layer was extracted with methyl tert-butyl ether (3×). The combined organic layers were d...